The task is: describe an organic reaction: reactants, conditions, products, and yield. This data is from the Open Reaction Database (ORD), a public repository of structured organic reaction records. Reactants: OC1=C(C=C(C=C1)C(F)(F)F)NC(C1=C(C=NC=C1)C)=O (N-[2-hydroxy-5-(trifluoromethyl)phenyl]-3-methylisonicotinamide), C1(=CC=CC=C1)P(C1=CC=CC=C1)C1=CC=CC=C1 (triphenylphosphine), N(=NC(=O)OCC)C(=O)OCC (diethyl azodicarboxylate), aqueous solution, [OH-].[Na+] (sodium hydroxide). Solvent: C1(=CC=CC=C1)C (toluene), O1CCCC1 (tetrahydrofuran), O (water). Reaction conditions: temperature 60 celsius, time 3 hour. The product is CC=1C=NC=CC1C=1OC2=C(N1)C=C(C=C2)C(F)(F)F (2-(3-methylpyridin-4-yl)-5-(trifluoromethyl)benzoxazole). Yield: 81.3%. RXN SMILES: O[C:2]1[CH:7]=[CH:6][C:5]([C:8]([F:11])([F:10])[F:9])=[CH:4][C:3]=1[NH:12][C:13](=[O:21])[C:14]1[CH:19]=[CH:18][N:17]=[CH:16][C:15]=1[CH3:20].C1(P(C2C=CC=CC=2)C2C=CC=CC=2)C=CC=CC=1.N(C(OCC)=O)=NC(OCC)=O.[OH-].[Na+]>O.C1(C)C=CC=CC=1.O1CCCC1>[CH3:20][C:15]1[CH:16]=[N:17][CH:18]=[CH:19][C:14]=1[C:13]1[O:21][C:2]2[CH:7]=[CH:6][C:5]([C:8]([F:9])([F:10])[F:11])=[CH:4][C:3]=2[N:12]=1 |f:3.4|. Reported procedure: To a mixture of 0.38 g of N-[2-hydroxy-5-(trifluoromethyl)phenyl]-3-methylisonicotinamide, 5 ml of tetrahydrofuran and 0.42 g of triphenylphosphine, 0.69 g of 40% toluene solution of diethyl azodicarboxylate was added dropwise at room temperature and stirred while heating at 60° C. After three hours, 5 ml of 10% aqueous solution of sodium hydroxide was added and stirred while heating at 60° C. for two hours. The reaction mixture was cooled to room temperature, and then water was added to the rea...